This data is from the Open Reaction Database (ORD), a public repository of structured organic reaction records. The task is: describe an organic reaction: reactants, conditions, products, and yield RXN SMILES: I[C:2]1[CH:33]=[CH:32][C:5]([C:6]([N:8]2[C:14]3[CH:15]=[CH:16][CH:17]=[CH:18][C:13]=3[CH2:12][N:11]3[C:19]([C:22]([NH:24][CH2:25][C:26]4[CH:27]=[N:28][CH:29]=[CH:30][CH:31]=4)=[O:23])=[CH:20][CH:21]=[C:10]3[CH2:9]2)=[O:7])=[CH:4][C:3]=1[CH3:34].[CH3:35][O:36][C:37]1[CH:42]=[CH:41][CH:40]=[CH:39][C:38]=1B(O)O.C(=O)([O-])[O-].[Na+].[Na+]>C(#N)C.C1C=CC([P]([Pd]([P](C2C=CC=CC=2)(C2C=CC=CC=2)C2C=CC=CC=2)([P](C2C=CC=CC=2)(C2C=CC=CC=2)C2C=CC=CC=2)[P](C2C=CC=CC=2)(C2C=CC=CC=2)C2C=CC=CC=2)(C2C=CC=CC=2)C2C=CC=CC=2)=CC=1>[CH3:35][O:36][C:37]1[CH:42]=[CH:41][CH:40]=[CH:39][C:38]=1[C:2]1[CH:33]=[CH:32][C:5]([C:6]([N:8]2[C:14]3[CH:15]=[CH:16][CH:17]=[CH:18][C:13]=3[CH2:12][N:11]3[C:19]([C:22]([NH:24][CH2:25][C:26]4[CH:27]=[N:28][CH:29]=[CH:30][CH:31]=4)=[O:23])=[CH:20][CH:21]=[C:10]3[CH2:9]2)=[O:7])=[CH:4][C:3]=1[CH3:34] |f:2.3.4,^1:58,60,79,98|. Reactants: IC1=C(C=C(C(=O)N2CC=3N(CC4=C2C=CC=C4)C(=CC3)C(=O)NCC=3C=NC=CC3)C=C1)C (10-(4-iodo-3-methylbenzoyl)-N-(pyridin-3-ylmethyl)-10,11-dihydro-5H-pyrrolo[2,1-c][1,4]benzodiazepine-3-carboxamide), COC1=C(C=CC=C1)B(O)O (2-methoxyphenylboronic acid), C([O-])([O-])=O.[Na+].[Na+] (sodium carbonate). The product is COC1=C(C=CC=C1)C1=C(C=C(C=C1)C(=O)N1CC=2N(CC3=C1C=CC=C3)C(=CC2)C(=O)NCC=2C=NC=CC2)C (10-[(2′-METHOXY-2-METHYL-1,1′-BIPHENYL-4-YL)CARBONYL]-N-(PYRIDIN-3-YLMETHYL)-10,11-DIHYDRO-5H-PYRROLO[2,1-C][1,4]BENZODIAZEPINE-3-CARBOXAMIDE). Reagents/catalysts: C=1C=CC(=CC1)[P](C=2C=CC=CC2)(C=3C=CC=CC3)[Pd]([P](C=4C=CC=CC4)(C=5C=CC=CC5)C=6C=CC=CC6)([P](C=7C=CC=CC7)(C=8C=CC=CC8)C=9C=CC=CC9)[P](C=1C=CC=CC1)(C=1C=CC=CC1)C=1C=CC=CC1 (Tetrakis(triphenylphosphine)palladium(0)). Reported procedure: To a solution of 10-(4-iodo-3-methylbenzoyl)-N-(pyridin-3-ylmethyl)-10,11-dihydro-5H-pyrrolo[2,1-c][1,4]benzodiazepine-3-carboxamide of Example 74, Step C (0.200 g, 0.356 mmol), and 2-methoxyphenylboronic acid (0.081 g, 0.533 mmol) in acetonitrile (3 mL) was added a 0.4 M aqueous sodium carbonate solution (3 mL) and the mixture purged with nitrogen for 10 minutes. Tetrakis(triphenylphosphine)palladium(0) (0.021 g, 0.018 mmol) was then added and the reaction mixture heated to 90° C. for 4 hours. ... Run in C(C)#N (acetonitrile). Isolated yield 119.1%. Conditions: temperature 90 celsius.